This data is from the Open Reaction Database (ORD), a public repository of structured organic reaction records. The task is: describe an organic reaction: reactants, conditions, products, and yield Reactants: CC(C)(C)c1ccc(-c2ccccc2O)c(C(C)(C)C)c1, c1ccc(OP(Oc2ccccc2)Oc2ccccc2)cc1. Yields the product CC(C)(C)c1ccc(OP(Oc2ccccc2)Oc2ccccc2)c(C(C)(C)C)c1. RXN SMILES: [C:1]([CH3:2])([CH3:3])([CH3:4])[c:5]1[c:6](-[c:15]2[cH:16][cH:17][cH:18][cH:19][c:20]2[OH:21])[cH:7][cH:8][c:9]([C:11]([CH3:12])([CH3:13])[CH3:14])[cH:10]1.[P:22]([O:23][c:24]1[cH:25][cH:26][cH:27][cH:28][cH:29]1)([O:30][c:31]1[cH:32][cH:33][cH:34][cH:35][cH:36]1)[O:37][c:38]1[cH:39][cH:40][cH:41][cH:42][cH:43]1>>[C:1]([CH3:2])([CH3:3])([CH3:4])[c:5]1[c:6]([O:37][P:22]([O:23][c:24]2[cH:25][cH:26][cH:27][cH:28][cH:29]2)[O:30][c:31]2[cH:32][cH:33][cH:34][cH:35][cH:36]2)[cH:7][cH:8][c:9]([C:11]([CH3:12])([CH3:13])[CH3:14])[cH:10]1. Reactants: ClC=1N=NC(=CC1)I (3-chloro-6-iodopyridazine), N1(CCNCC1)C(=O)OC(C)(C)C (tert-butyl piperazine-1-carboxylate), CCN(C(C)C)C(C)C (iPr2NEt). Run in CC(C)(C)O (tBuOH). Conditions: temperature 100 celsius, time 48 hour. Yields the product IC1=CC=C(N=N1)N1CCN(CC1)C(=O)OC(C)(C)C (tert-butyl 4-(6-iodopyridazin-3-yl)piperazine-1-carboxylate). Reaction SMILES: Cl[C:2]1[N:3]=[N:4][C:5]([I:8])=[CH:6][CH:7]=1.[N:9]1([C:15]([O:17][C:18]([CH3:21])([CH3:20])[CH3:19])=[O:16])[CH2:14][CH2:13][NH:12][CH2:11][CH2:10]1.CCN(C(C)C)C(C)C>CC(O)(C)C>[I:8][C:5]1[N:4]=[N:3][C:2]([N:12]2[CH2:11][CH2:10][N:9]([C:15]([O:17][C:18]([CH3:21])([CH3:20])[CH3:19])=[O:16])[CH2:14][CH2:13]2)=[CH:7][CH:6]=1. Reported procedure: 3-chloro-6-iodopyridazine (510 mg, 2.1 mmol) and tert-butyl piperazine-1-carboxylate (415 mg, 2.23 mmol) were taken up in tBuOH (8 mL). iPr2NEt (480 μL, 2.8 mmol) was added and the stirred reaction mixture was heated to 100° C. After 48 h, the reaction mixture was cooled and was partitioned between EtOAc and water. The phases were separated, and the organic phase was dried over Na2SO4, filtered, and concentrated. The crude residue was purified by silica gel chromatography (0-25% Et2O in DCM) to ... Reactants: Cc1ccc(N2CCCN(C(=O)OC(C)(C)C)CC2)c(C)c1, CCOC(C)=O, ClC(Cl)Cl, Cl. The product is Cl, Cc1ccc(N2CCCNCC2)c(C)c1. RXN SMILES: [C:1]([O:2][C:3](=[O:4])[N:8]1[CH2:9][CH2:10][N:11]([c:15]2[c:16]([CH3:22])[cH:17][c:18]([CH3:21])[cH:19][cH:20]2)[CH2:12][CH2:13][CH2:14]1)([CH3:5])([CH3:6])[CH3:7].[C:23]([O:24][CH2:25][CH3:26])(=[O:27])[CH3:28].[CH:30]([Cl:31])([Cl:32])[Cl:33].[ClH:29]>>[ClH:29].[NH:8]1[CH2:9][CH2:10][N:11]([c:15]2[c:16]([CH3:22])[cH:17][c:18]([CH3:21])[cH:19][cH:20]2)[CH2:12][CH2:13][CH2:14]1. The reactants are S(=O)([O-])S(=O)[O-].[Na+].[Na+] (sodium dithionite), C([O-])([O-])=O.[K+].[K+] (potassium carbonate), BrC1=CN=C2C(=C(C=NC2=C1)[N+](=O)[O-])NCC(C)C (7-bromo-3-nitro[1,5]naphthyridin-4-yl-(2-methylpropyl)amine). Reagents/catalysts: CC[N+]1=CC=C(C=C1)C2=CC=[N+](C=C2)CC.[Br-].[Br-] (ethyl viologen dibromide). Solvent: O (Water), O (water), ClCCl (dichloromethane), O (water). Conditions: time 8 hour. Product: BrC1=CN=C2C(=C(C=NC2=C1)N)NCC(C)C (7-bromo-N4-(2-methylpropyl)[1,5]naphthyridine-3,4-diamine). Isolated yield 89.3%. As a reaction SMILES: S(S([O-])=O)([O-])=O.[Na+].[Na+].C(=O)([O-])[O-].[K+].[K+].[Br:15][C:16]1[CH:25]=[C:24]2[C:19]([C:20]([NH:29][CH2:30][CH:31]([CH3:33])[CH3:32])=[C:21]([N+:26]([O-])=O)[CH:22]=[N:23]2)=[N:18][CH:17]=1>O.ClCCl.CC[N+]1C=CC(C2C=C[N+](CC)=CC=2)=CC=1.[Br-].[Br-]>[Br:15][C:16]1[CH:25]=[C:24]2[C:19]([C:20]([NH:29][CH2:30][CH:31]([CH3:33])[CH3:32])=[C:21]([NH2:26])[CH:22]=[N:23]2)=[N:18][CH:17]=1 |f:0.1.2,3.4.5,9.10.11|. Reported procedure: A solution of sodium dithionite (77.95 g, 380.6 mmol) and potassium carbonate (58.35 g, 422.2 mmol) in water (250 mL) was added dropwise to a mechanically stirred solution of 7-bromo-3-nitro[1,5]naphthyridin-4-yl-(2-methylpropyl)amine (27.6 g, 84.6 mmol) and ethyl viologen dibromide (0.63 g, 1.7 mmol) in dichloromethane (300 mL) and water (50 mL). The reaction mixture was stirred overnight at ambient temperature. Water (500 mL) was added, and the reaction mixture was stirred for 10 minutes. The ... The reactants are ONC(=O)[C@@H](C\C=C\C1=CC=CC=C1)[C@H](C(=O)NN1C(NC(C1)=O)=O)CC(C)C ((E)-2(R)-[1(S)-(hydroxycarbamoyl)-4-phenyl-3-butenyl]-4-methyl-N-(2,4-dioxo-1-imidazolidinyl)valeramide). Reagents/catalysts: [Pt](=O)=O (platinum (IV) oxide). Solvent: C(C)(=O)O (acetic acid). Yields the product C1(CCCCC1)CCC[C@H](C(NO)=O)[C@H](C(=O)NN1C(NC(C1)=O)=O)CC(C)C (2(R)-[4-cyclohexyl-1(S)-(hydroxycarbamoyl)butyl]-4-methyl-N-(2,4-dioxo-1-imidazolidinyl)valeramide). Isolated yield 57.1%. As a reaction SMILES: [OH:1][NH:2][C:3]([C@H:5]([C@@H:15]([CH2:26][CH:27]([CH3:29])[CH3:28])[C:16]([NH:18][N:19]1[CH2:23][C:22](=[O:24])[NH:21][C:20]1=[O:25])=[O:17])[CH2:6]/[CH:7]=[CH:8]/[C:9]1[CH:14]=[CH:13][CH:12]=[CH:11][CH:10]=1)=[O:4]>C(O)(=O)C.[Pt](=O)=O>[CH:9]1([CH2:8][CH2:7][CH2:6][C@@H:5]([C@@H:15]([CH2:26][CH:27]([CH3:29])[CH3:28])[C:16]([NH:18][N:19]2[CH2:23][C:22](=[O:24])[NH:21][C:20]2=[O:25])=[O:17])[C:3](=[O:4])[NH:2][OH:1])[CH2:14][CH2:13][CH2:12][CH2:11][CH2:10]1. Procedure: A solution of 0.134 g of (E)-2(R)-[1(S)-(hydroxycarbamoyl)-4-phenyl-3-butenyl]-4-methyl-N-(2,4-dioxo-1-imidazolidinyl)valeramide (prepared as described in Example 35) in 10 ml of acetic acid was hydrogenated for 1.66 hours in the presence of 0.015 g of platinum (IV) oxide. The catalyst was removed by filtration and evaporation gave a residue which was triturated with diethyl ether to give 0.078 g of 2(R)-[4-cyclohexyl-1(S)-(hydroxycarbamoyl)butyl]-4-methyl-N-(2,4-dioxo-1-imidazolidinyl)valeramid... Reactants: O (water), SCCNC(CCC(=O)O)=O (N-(2-mercapto ethyl) succinamic acid). Run in C=1(C(=CC=CC1)C)C (xylene). Conditions: temperature 140 celsius. The product is SCCN1C(CCC1=O)=O (N-(2-mercapto ethyl) succinimide). The yield is 100.2%. RXN SMILES: O.[SH:2][CH2:3][CH2:4][NH:5][C:6](=[O:12])[CH2:7][CH2:8][C:9]([OH:11])=O>C1(C)C(C)=CC=CC=1>[SH:2][CH2:3][CH2:4][N:5]1[C:6](=[O:12])[CH2:7][CH2:8][C:9]1=[O:11]. Procedure details: In a 100 cm3 reactor fitted with a water separator (Dean Stark) there is heated to a temperature of 140° C. a mixture, stirred under an inert atmosphere, of 20 g of N-(2-mercapto ethyl) succinamic acid in 50 cm3 of xylene. After about 5 hours of reaction, the theoretical amount of water (2 cm3) is removed. The xylene is then distilled under reduced pressure. The crude product is dried and 18 g of a pasty product are obtained which slowly crystallizes at ambient temperature, its characteristics b... Reactants: C(C)(=O)C1=CNC2=C(C=CC=C2C1=O)OC (3-Acetyl-8-methoxy-4(1H)-quinolone), P(=O)(Cl)(Cl)Cl (phosphorus oxychloride). The product is C(C)(=O)C=1C=NC2=C(C=CC=C2C1Cl)OC (3-acetyl-4-chloro-8-methoxyquinoline). Reaction SMILES: [C:1]([C:4]1[C:13](=O)[C:12]2[C:7](=[C:8]([O:15][CH3:16])[CH:9]=[CH:10][CH:11]=2)[NH:6][CH:5]=1)(=[O:3])[CH3:2].P(Cl)(Cl)([Cl:19])=O>>[C:1]([C:4]1[CH:5]=[N:6][C:7]2[C:12]([C:13]=1[Cl:19])=[CH:11][CH:10]=[CH:9][C:8]=2[O:15][CH3:16])(=[O:3])[CH3:2]. Procedure: 3-Acetyl-8-methoxy-4(1H)-quinolone (4.23 g, 19 mmol) and phosphorus oxychloride (150 ml) were heated under reflux for 45 minutes, evaporated to small volume in vacuo, poured onto ice, and the mixture adjusted to pH 4 with sodium bicarbonate. Extraction with chloroform, drying and evaporation of the organic solution gave crude 3-acetyl-4-chloro-8-methoxyquinoline as a dark coloured oil (7.9 g), which was used without purification. Yields the product CSSc1ccc([N+](=O)[O-])cc1C(Cl)(Cl)Cl. RXN SMILES: [CH3:18][CH2:19][O:20][CH2:21][CH3:22].[CH3:1][SH:2].[N+:3](=[O:4])([O-:5])[c:6]1[cH:7][c:8]([C:14]([Cl:15])([Cl:16])[Cl:17])[c:9]([S:12][Cl:13])[cH:10][cH:11]1>>[CH3:1][S:2][S:12][c:9]1[c:8]([C:14]([Cl:15])([Cl:16])[Cl:17])[cH:7][c:6]([N+:3](=[O:4])[O-:5])[cH:11][cH:10]1. The reactants are CCOCC, CS, O=[N+]([O-])c1ccc(SCl)c(C(Cl)(Cl)Cl)c1.